Dataset: the Open Reaction Database (ORD), a public repository of structured organic reaction records. Task: describe an organic reaction: reactants, conditions, products, and yield Reactants: ClCCl, CC(C)C[AlH]CC(C)C, CO, CCCCCC, CCOC(=O)C(CCCCCl)c1cccc(-c2cccnc2)c1, [Na+], [Na+], O=S(=O)([O-])[O-]. The product is O=CC(CCCCCl)c1cccc(-c2cccnc2)c1. Reaction SMILES: [CH2:42]([Cl:43])[Cl:44].[CH3:24][CH:25]([CH2:26][AlH:27][CH2:28][CH:29]([CH3:30])[CH3:31])[CH3:32].[CH3:33][OH:34].[CH3:45][CH2:46][CH2:47][CH2:48][CH2:49][CH3:50].[Cl:1][CH2:2][CH2:3][CH2:4][CH2:5][CH:6]([C:7](=[O:8])[O:9][CH2:10][CH3:11])[c:12]1[cH:13][c:14](-[c:18]2[cH:19][n:20][cH:21][cH:22][cH:23]2)[cH:15][cH:16][cH:17]1.[Na+:35].[Na+:36].[O-:37][S:38](=[O:39])(=[O:40])[O-:41]>>[Cl:1][CH2:2][CH2:3][CH2:4][CH2:5][CH:6]([CH:7]=[O:8])[c:12]1[cH:13][c:14](-[c:18]2[cH:19][n:20][cH:21][cH:22][cH:23]2)[cH:15][cH:16][cH:17]1. Starting materials: hydrate, Cl.N1CCC(CC1)=O (4-piperidone-hydrochloride), COC1=C(C=CC=C1)OCC1CO1 (1-(2-methoxyphenyloxy)-2,3-epoxy-propane), C([O-])([O-])=O.[K+].[K+] (potassium carbonate). The solvent is C(C)(C)O (isopropanol). Run at temperature 60 celsius, time 6 hour. Product: OC(CN1CCC(CC1)=O)COC1=C(C=CC=C1)OC (1-[2-hydroxy-(2-methoxyphenyloxy)-propyl]-piperidin-4-one). Reaction SMILES: Cl.[NH:2]1[CH2:7][CH2:6][C:5](=[O:8])[CH2:4][CH2:3]1.[CH3:9][O:10][C:11]1[CH:16]=[CH:15][CH:14]=[CH:13][C:12]=1[O:17][CH2:18][CH:19]1[O:21][CH2:20]1.C(=O)([O-])[O-].[K+].[K+]>C(O)(C)C>[OH:21][CH:19]([CH2:18][O:17][C:12]1[CH:13]=[CH:14][CH:15]=[CH:16][C:11]=1[O:10][CH3:9])[CH2:20][N:2]1[CH2:7][CH2:6][C:5](=[O:8])[CH2:4][CH2:3]1 |f:0.1,3.4.5|. Procedure: A mixture of 20 g of the hydrate of 4-piperidone-hydrochloride, 46.8 g of 1-(2-methoxyphenyloxy)-2,3-epoxy-propane, 18 g of potassium carbonate and 250 ml of isopropanol is stirred for 6 hours at a reaction temperature of 60° C. After cooling, the suspension is filtered and the filtrate is evaporated to dryness under reduced pressure. The residue is dissolved in 100 ml of 6N hydrochloric acid and washed with four 75 ml portions of ethyl acetate. The aqueous acid solution is adjusted with a 2N so... Reactants: ClC1=NC(=CC(=N1)N1CCOCC1)CS(=O)(=O)C(C)C (4-{2-Chloro-6-[(isopropylsulfonyl)methyl]pyrimidin-4-yl}morpholine), C(C)(C)(C)OC(=O)NC1=CC=C(C=C1)B(O)O ({4-[(Tert-butoxycarbonyl)amino]phenyl}boronic acid), C([O-])([O-])=O.[Na+].[Na+] (sodium carbonate), O (water). The reagents and catalysts are dichlorobis(triphenylphosphine) palladium. Run in CN(C)C=O (DMF), C(OC)COC (dimethoxyethane), C(C)O (ethanol). Conditions: temperature 90 celsius. Product: C(C)(C)S(=O)(=O)CC1=NC(=NC(=C1)N1CCOCC1)C1=CC=C(C=C1)NC(OC(C)(C)C)=O (Tert-butyl (4-{4-[(isopropylsulfonyl)methyl]-6-morpholin-4-ylpyrimidin-2-yl}phenyl)carbamate). Reaction SMILES: Cl[C:2]1[N:7]=[C:6]([N:8]2[CH2:13][CH2:12][O:11][CH2:10][CH2:9]2)[CH:5]=[C:4]([CH2:14][S:15]([CH:18]([CH3:20])[CH3:19])(=[O:17])=[O:16])[N:3]=1.O.[C:22]([O:26][C:27]([NH:29][C:30]1[CH:35]=[CH:34][C:33](B(O)O)=[CH:32][CH:31]=1)=[O:28])([CH3:25])([CH3:24])[CH3:23].C(=O)([O-])[O-].[Na+].[Na+]>CN(C=O)C.C(COC)OC.C(O)C>[CH:18]([S:15]([CH2:14][C:4]1[CH:5]=[C:6]([N:8]2[CH2:13][CH2:12][O:11][CH2:10][CH2:9]2)[N:7]=[C:2]([C:33]2[CH:32]=[CH:31][C:30]([NH:29][C:27](=[O:28])[O:26][C:22]([CH3:24])([CH3:23])[CH3:25])=[CH:35][CH:34]=2)[N:3]=1)(=[O:17])=[O:16])([CH3:20])[CH3:19] |f:3.4.5|. Procedure: 4-{2-Chloro-6-[(isopropylsulfonyl)methyl]pyrimidin-4-yl}morpholine (1.5 g, 4.69 mmol) was dissolved in a solution of 18% DMF in a mixture of 7:3:2 dimethoxyethane:water:ethanol (36 mL). {4-[(Tert-butoxycarbonyl)amino]phenyl}boronic acid (1.67 g, 7.04 mmol), 2M sodium carbonate solution (12 mL) and dichlorobis(triphenylphosphine) palladium catalyst (165 mg, 0.23 mmol) were then added and the reaction refluxed at 90° C. for 2 hours under a nitrogen atmosphere. The reaction was allowed to cool to r... The reactants are CN(C)C=O, CCCCCC, O=Cc1ccccc1, O, O=C1CSC(=O)N1, c1ccncc1. The product is O=C1NC(=O)C(=Cc2ccccc2)S1. Reaction SMILES: [CH3:22][N:23]([CH3:24])[CH:25]=[O:26].[CH3:27][CH2:28][CH2:29][CH2:30][CH2:31][CH3:32].[CH:1](=[O:2])[c:3]1[cH:4][cH:5][cH:6][cH:7][cH:8]1.[OH2:33].[S:9]1[C:10](=[O:15])[NH:11][C:12](=[O:14])[CH2:13]1.[cH:16]1[cH:17][cH:18][n:19][cH:20][cH:21]1>>[CH:1]([c:3]1[cH:4][cH:5][cH:6][cH:7][cH:8]1)=[C:13]1[S:9][C:10](=[O:15])[NH:11][C:12]1=[O:14]. Starting materials: C1CCOC1, CC=CC(CC(=O)OC)c1ccc(OCc2ccc(C(C)(C)C)c(-c3cc(OC)ccc3F)c2)cc1, CCO, [Na+], [OH-]. Product: CC=CC(CC(=O)O)c1ccc(OCc2ccc(C(C)(C)C)c(-c3cc(OC)ccc3F)c2)cc1. Reaction SMILES: [CH2:37]1[O:38][CH2:39][CH2:40][CH2:41]1.[CH3:1][C:2]([CH3:3])([CH3:4])[c:5]1[cH:6][cH:7][c:8]([CH2:20][O:21][c:22]2[cH:23][cH:24][c:25]([CH:28]([CH2:29][C:30](=[O:31])[O:32][CH3:33])[CH:34]=[CH:35][CH3:36])[cH:26][cH:27]2)[cH:9][c:10]1-[c:11]1[c:12]([F:19])[cH:13][cH:14][c:15]([O:17][CH3:18])[cH:16]1.[CH3:42][CH2:43][OH:44].[Na+:46].[OH-:45]>>[CH3:1][C:2]([CH3:3])([CH3:4])[c:5]1[cH:6][cH:7][c:8]([CH2:20][O:21][c:22]2[cH:23][cH:24][c:25]([CH:28]([CH2:29][C:30](=[O:31])[OH:32])[CH:34]=[CH:35][CH3:36])[cH:26][cH:27]2)[cH:9][c:10]1-[c:11]1[c:12]([F:19])[cH:13][cH:14][c:15]([O:17][CH3:18])[cH:16]1. The reactants are O=C(NC1CN2CCC1CC2)c1cc2cccc([N+](=O)[O-])c2o1, CN(C)C=O, Cl[Sn]Cl. Product: Nc1cccc2cc(C(=O)NC3CN4CCC3CC4)oc12. As a reaction SMILES: [N:4]12[CH2:5][CH:6]([NH:12][C:13](=[O:14])[c:15]3[o:16][c:17]4[c:18]([cH:19]3)[cH:20][cH:21][cH:22][c:23]4[N+:24]([O-:25])=[O:26])[CH:7]([CH2:8][CH2:9]1)[CH2:10][CH2:11]2.[O:27]=[CH:28][N:29]([CH3:30])[CH3:31].[Sn:1]([Cl:2])[Cl:3]>>[N:4]12[CH2:5][CH:6]([NH:12][C:13](=[O:14])[c:15]3[o:16][c:17]4[c:18]([cH:19]3)[cH:20][cH:21][cH:22][c:23]4[NH2:24])[CH:7]([CH2:8][CH2:9]1)[CH2:10][CH2:11]2. Starting materials: Cc1cc(Br)c2cccc(O)c2n1, C1CCOC1, CO, [Li]C(C)C, C1COCCO1. The product is Cc1cc(C(C)C)c2cccc(O)c2n1. As a reaction SMILES: [Br:5][c:6]1[cH:7][c:8]([CH3:17])[n:9][c:10]2[c:11]([OH:16])[cH:12][cH:13][cH:14][c:15]12.[CH2:20]1[O:21][CH2:22][CH2:23][CH2:24]1.[CH3:18][OH:19].[CH:1]([CH3:2])([CH3:3])[Li:4].[O:25]1[CH2:26][CH2:27][O:28][CH2:29][CH2:30]1>>[CH:1]([CH3:2])([CH3:3])[c:6]1[cH:7][c:8]([CH3:17])[n:9][c:10]2[c:11]([OH:16])[cH:12][cH:13][cH:14][c:15]12. Reactants: C1(=CC=CC=C1)P(C1=CC=CC=C1)C1=CC=CC=C1 (triphenylphosphine), N1(CCCCC1)C(CC)O (piperidinopropanol), N(=NC(=O)OCC)C(=O)OCC (diethyl azodicarboxylate), C1(=CC=CC=C1)P(C1=CC=CC=C1)C1=CC=CC=C1 (Triphenylphosphine), N1(CCCCC1)C(CC)O (piperidinopropanol), N(=NC(=O)OCC)C(=O)OCC (diethyl azodicarboxylate), ClC1=C(C=CC(=C1)OC1=NC=NC2=CC(=C(C=C12)OC)O)NC(=O)NCC (N-{2-Chloro-4-[(7-hydroxy-6-methoxy-4-quinazolinyl)oxy]phenyl}-N′-ethylurea). The solvent is CN(C=O)C (N,N-dimethylformamide). Reaction conditions: time 2 hour. Product: ClC1=C(C=CC(=C1)OC1=NC=NC2=CC(=C(C=C12)OC)OCCCN1CCCCC1)NC(=O)NCC (N-(2-Chloro-4-{[6-methoxy-7-(3-piperidinopropoxy)-4-quinazolinyl]oxy}phenyl)-N′-ethylurea). Isolated yield 42.0%. As a reaction SMILES: [Cl:1][C:2]1[CH:7]=[C:6]([O:8][C:9]2[C:18]3[C:13](=[CH:14][C:15]([OH:21])=[C:16]([O:19][CH3:20])[CH:17]=3)[N:12]=[CH:11][N:10]=2)[CH:5]=[CH:4][C:3]=1[NH:22][C:23]([NH:25][CH2:26][CH3:27])=[O:24].C1(P(C2C=CC=CC=2)C2C=CC=CC=2)C=CC=CC=1.[N:47]1([CH:53](O)[CH2:54][CH3:55])[CH2:52][CH2:51][CH2:50][CH2:49][CH2:48]1.N(C(OCC)=O)=NC(OCC)=O>CN(C)C=O>[Cl:1][C:2]1[CH:7]=[C:6]([O:8][C:9]2[C:18]3[C:13](=[CH:14][C:15]([O:21][CH2:55][CH2:54][CH2:53][N:47]4[CH2:52][CH2:51][CH2:50][CH2:49][CH2:48]4)=[C:16]([O:19][CH3:20])[CH:17]=3)[N:12]=[CH:11][N:10]=2)[CH:5]=[CH:4][C:3]=1[NH:22][C:23]([NH:25][CH2:26][CH3:27])=[O:24]. Reported procedure: N-{2-Chloro-4-[(7-hydroxy-6-methoxy-4-quinazolinyl)oxy]phenyl}-N′-ethylurea (2.7 g) was dissolved in N,N-dimethylformamide (30 ml), and triphenylphosphine(3.6 g), piperidinopropanol (1.2 g), and diethyl azodicarboxylate (2.4 g) were added to the solution. The mixture was stirred at room temperature for 2 hr. Triphenylphosphine(3.6 g), piperidinopropanol (0.8 g), and diethyl azodicarboxylate (1.9 g) were then again added to the reaction solution. The mixture was stirred at room temperature for ad...